From a dataset of the Open Reaction Database (ORD), a public repository of structured organic reaction records. describe an organic reaction: reactants, conditions, products, and yield Reactants: O1[C@H]2[C@@H]1[C@@H](CC1=CC=C3[C@@H]4CC[C@H]([C@H](C)CCCC(=O)OC)[C@]4(CC[C@@H]3[C@@]21C)C)O (1α,2α-epoxy-3β-hydroxy-20(R)-(3-methoxycarbonylpropyl)pregna-5,7-diene), CC(C)([O-])C.[K+] (potassium t-butoxide), C(CCO)O (1,3-propanediol), C[Si](C)(C)C=[N+]=[N-] (trimethylsilyldiazomethane). Solvent: C(C)(=O)O (acetic acid), [Cl-].[Na+].O (brine), O1CCCC1 (tetrahydrofuran), CO (methanol), O (water). Conditions: temperature 110 celsius, time 14 hour. The product is O[C@H]1[C@@H]([C@@H](CC2=CC=C3[C@@H]4CC[C@H]([C@H](C)CCCC(=O)OC)[C@]4(CC[C@@H]3[C@@]12C)C)O)OCCCO (1α,3β-dihydroxy-2β-(3-hydroxy propoxy)-20(R)-(3-methoxycarbonylpropyl)pregna-5,7-diene). Yield: 43.5%. RXN SMILES: [O:1]1[C@H]2[C@H](O)C[C:6]3[C@:27]([CH3:28])([C@@H:2]12)[C@@H:26]1[C:9]([C@H:10]2[C@:23]([CH3:29])([CH2:24][CH2:25]1)[C@@H:13]([C@@H:14]([CH2:16][CH2:17][CH2:18][C:19]([O:21][CH3:22])=[O:20])[CH3:15])[CH2:12][CH2:11]2)=[CH:8][CH:7]=3.C[C:32]([CH3:35])([O-:34])[CH3:33].[K+].[CH2:37]([OH:41])[CH2:38][CH2:39][OH:40].C[Si](C=[N+]=[N-])(C)C>[Cl-].[Na+].O.O1CCCC1.CO.C(O)(=O)C.O>[OH:1][C@@H:2]1[C@@:27]2([CH3:28])[C:6](=[CH:7][CH:8]=[C:9]3[C@@H:26]2[CH2:25][CH2:24][C@@:23]2([CH3:29])[C@H:10]3[CH2:11][CH2:12][C@@H:13]2[C@@H:14]([CH2:16][CH2:17][CH2:18][C:19]([O:21][CH3:22])=[O:20])[CH3:15])[CH2:35][C@@H:32]([OH:34])[C@H:33]1[O:40][CH2:39][CH2:38][CH2:37][OH:41] |f:1.2,5.6.7|. Reported procedure: A mixture of 673 mg (1.63 mmol) of 1α,2α-epoxy-3β-hydroxy-20(R)-(3-methoxycarbonylpropyl)pregna-5,7-diene, 545 mg (4.86 mmol) of potassium t-butoxide and 9.38 ml (129 mmol) of 1,3-propanediol was stirred at 110° C. for 14 hours. 500 μl of water was added and the reaction mixture was stirred at 110° C. for 30 minutes. After cooling by means of an ice-water bath, 600 μl of acetic acid was added and the mixture was stirred for 10 minutes. Then, 1.3 ml of methanol, 4 ml of tetrahydrofuran and 6 ml (... Reactants: C1(CCCCC1)N=C=NC1CCCCC1 (N,N'-dicyclohexylcarbodiimide), O=C1CC(C(O1)C(=O)O)C(=O)O ((2RS,3SR)-5-oxotetrahydrofuran-2,3-dicarboxylic acid), C(C1=CC=CC=C1)O (benzyl alcohol). Solvent: CC(=O)C (acetone). Reaction conditions: time 2.5 hour. The product is C(C1=CC=CC=C1)OC(=O)C1OC(CC1C(=O)O)=O ((2RS,3SR)-2-benzyloxycarbonyl-5-oxotetrahydrofuran-3-carboxylic acid). As a reaction SMILES: [O:1]=[C:2]1[O:6][CH:5]([C:7]([OH:9])=[O:8])[CH:4]([C:10]([OH:12])=[O:11])[CH2:3]1.C1(N=C=NC2CCCCC2)CCCCC1.[CH2:28](O)[C:29]1[CH:34]=[CH:33][CH:32]=[CH:31][CH:30]=1>CC(C)=O>[CH2:28]([O:8][C:7]([CH:5]1[CH:4]([C:10]([OH:12])=[O:11])[CH2:3][C:2](=[O:1])[O:6]1)=[O:9])[C:29]1[CH:34]=[CH:33][CH:32]=[CH:31][CH:30]=1. Procedure: 5.3 g of (2RS,3SR)-5-oxotetrahydrofuran-2,3-dicarboxylic acid was dissolved in 90 ml of acetone, and 6.6 g of N,N'-dicyclohexylcarbodiimide was added thereto, followed by stirring at room temperature for 2.5 hours. 3.3 ml of benzyl alcohol was added to the reaction solution, followed by stirring at the same temperature for 2 days. Insoluble matters were filtered off, and then the filtrate was concentrated under reduced pressure. The residue was purified by silica gel column chromatography (hexan... Reaction conditions: time 30 minute. Reported procedure: Sodium hydride (a 60% dispersion in oil) (1.50 g) is suspended in N,N-dimethylformamide (100 ml) and a solution of ethyl 2-(1,3-dithiol-2-ylidene)-2-(N-benzylcarbamoyl)acetate (10.0 g) in dimethylformamide (250 ml) is added dropwise thereto at 4° to 5° C. The mixture is stirred at the same temperature for 30 minutes. A solution of ethyl acrylate (4.1 ml) in dimethylformamide (100 ml) is added dropwise to the mixture, and the mixture is stirred at the same temperature for one hour and then at roo... Reactants: S1C(SC=C1)=C(C(=O)OCC)C(NCC1=CC=CC=C1)=O (ethyl 2-(1,3-dithiol-2-ylidene)-2-(N-benzylcarbamoyl)acetate), C(C=C)(=O)OCC (ethyl acrylate), [H-].[Na+] (Sodium hydride), ice water. Isolated yield 75.0%. Reaction SMILES: [H-].[Na+].[S:3]1[CH:7]=[CH:6][S:5][C:4]1=[C:8]([C:14](=[O:23])[NH:15][CH2:16][C:17]1[CH:22]=[CH:21][CH:20]=[CH:19][CH:18]=1)[C:9]([O:11]CC)=O.[C:24]([O:28][CH2:29][CH3:30])(=[O:27])[CH:25]=[CH2:26]>CN(C)C=O>[CH2:16]([N:15]1[C:14](=[O:23])[C:8](=[C:4]2[S:3][CH:7]=[CH:6][S:5]2)[C:9](=[O:11])[CH:25]([C:24]([O:28][CH2:29][CH3:30])=[O:27])[CH2:26]1)[C:17]1[CH:18]=[CH:19][CH:20]=[CH:21][CH:22]=1 |f:0.1|. Yields the product C(C1=CC=CC=C1)N1CC(C(C(C1=O)=C1SC=CS1)=O)C(=O)OCC (ethyl 1-benzyl-5-(1,3-dithiol-2-ylidene)-4,6-dioxopiperidine-3-carboxylate). Run in CN(C=O)C (dimethylformamide), CN(C=O)C (dimethylformamide), CN(C=O)C (N,N-dimethylformamide). Starting materials: BrCC1CC1, O=C([O-])[O-], CCOC(C)=O, CC#N, Oc1ccc(-c2nn3c(NC4CC4)cc(Cl)cc3c2-c2ccnc(NC3CCCC3)n2)cc1, [Cs+], [Cs+]. Yields the product Clc1cc(NC2CC2)n2nc(-c3ccc(OCC4CC4)cc3)c(-c3ccnc(NC4CCCC4)n3)c2c1. RXN SMILES: [Br:34][CH2:35][CH:36]1[CH2:37][CH2:38]1.[C:39](=[O:40])([O-:41])[O-:42].[CH3:45][CH2:46][O:47][C:48](=[O:49])[CH3:50].[CH3:51][C:52]#[N:53].[Cl:1][c:2]1[cH:3][c:4]2[n:5]([c:6]([NH:8][CH:9]3[CH2:10][CH2:11]3)[cH:7]1)[n:12][c:13](-[c:27]1[cH:28][cH:29][c:30]([OH:33])[cH:31][cH:32]1)[c:14]2-[c:15]1[n:16][c:17]([NH:21][CH:22]2[CH2:23][CH2:24][CH2:25][CH2:26]2)[n:18][cH:19][cH:20]1.[Cs+:43].[Cs+:44]>>[Cl:1][c:2]1[cH:3][c:4]2[n:5]([c:6]([NH:8][CH:9]3[CH2:10][CH2:11]3)[cH:7]1)[n:12][c:13](-[c:27]1[cH:28][cH:29][c:30]([O:33][CH2:35][CH:36]3[CH2:37][CH2:38]3)[cH:31][cH:32]1)[c:14]2-[c:15]1[n:16][c:17]([NH:21][CH:22]2[CH2:23][CH2:24][CH2:25][CH2:26]2)[n:18][cH:19][cH:20]1. Reactants: N(=O)OCCC(C)C (isoamyl nitrite), O (water), [H-].[Na+] (sodium hydride), O=C1C=2N(C3=C(N1)C=1C=CC=CC1C3)C=C(N2)C(=O)OCC (ethyl 4,5-dihydro-4-oxo-10H-imidazo[1,2-a]indeno[1,2-e]pyrazine-2-carboxylate). Solvent: CS(=O)C (dimethyl sulphoxide), C(C)(=O)O (acetic acid). Run at time 18 hour. Yields the product ON=C1C=2C=CC=CC2C=2NC(C=3N(C21)C=C(N3)C(=O)O)=O (10-hydroxyimino-4,5-dihydro-4-oxo-imidazo[1,2-a]indeno[1,2-e]pyrazine-2-carboxylic acid). As a reaction SMILES: [H-].[Na+].[O:3]=[C:4]1[NH:9][C:8]2[C:10]3[CH:11]=[CH:12][CH:13]=[CH:14][C:15]=3[CH2:16][C:7]=2[N:6]2[CH:17]=[C:18]([C:20]([O:22]CC)=[O:21])[N:19]=[C:5]12.[N:25](OCCC(C)C)=[O:26].O>CS(C)=O.C(O)(=O)C>[OH:26][N:25]=[C:16]1[C:7]2[N:6]3[CH:17]=[C:18]([C:20]([OH:22])=[O:21])[N:19]=[C:5]3[C:4](=[O:3])[NH:9][C:8]=2[C:10]2[CH:11]=[CH:12][CH:13]=[CH:14][C:15]1=2 |f:0.1|. Procedure details: 0.34 g of sodium hydride is added to 1 g of ethyl 4,5-dihydro-4-oxo-10H-imidazo[1,2-a]indeno[1,2-e]pyrazine-2-carboxylate in solution in 20 ml of anhydrous dimethyl sulphoxide, while the temperature of the reaction mixture is maintained below 20° C. 0.44 ml of isoamyl nitrite is then added and stirring is continued for 18 hours at the same temperature. The reaction mixture is then poured into iced water and the solution is acidified with 15 ml of acetic acid. The precipitate formed is filtered o... Starting materials: CC(=O)Oc1ccc(Cl)cc1C(=O)O, CN(C)C=O, Cl, Cl, NCC(=O)Nc1cc(C(F)(F)F)cc(C(F)(F)F)c1, On1nnc2ccccc21. As a reaction SMILES: [C:1]([CH3:2])(=[O:3])[O:4][c:5]1[c:6]([C:7](=[O:8])[OH:9])[cH:10][c:11]([Cl:14])[cH:12][cH:13]1.[CH3:46][N:47]([CH3:48])[CH:49]=[O:50].[ClH:15].[ClH:45].[NH2:16][CH2:17][C:18](=[O:19])[NH:20][c:21]1[cH:22][c:23]([C:31]([F:32])([F:33])[F:34])[cH:24][c:25]([C:27]([F:28])([F:29])[F:30])[cH:26]1.[OH:35][n:36]1[c:37]2[cH:38][cH:39][cH:40][cH:41][c:42]2[n:43][n:44]1>>[C:1]([CH3:2])(=[O:3])[O:4][c:5]1[c:6]([C:7](=[O:9])[NH:16][CH2:17][C:18](=[O:19])[NH:20][c:21]2[cH:22][c:23]([C:31]([F:32])([F:33])[F:34])[cH:24][c:25]([C:27]([F:28])([F:29])[F:30])[cH:26]2)[cH:10][c:11]([Cl:14])[cH:12][cH:13]1. The product is CC(=O)Oc1ccc(Cl)cc1C(=O)NCC(=O)Nc1cc(C(F)(F)F)cc(C(F)(F)F)c1. Starting materials: BrC=1C=CC(=NC1)C(=O)O (5-bromopyridine-2-carboxylic acid), Cl.CNOC (N,O-dimethylhydroxylamine hydrochloride), Cl.CN(CCCN=C=NCC)C (1-(3-dimethylaminopropyl)-3-ethylcarbodiimide hydrochloride), ON1N=NC2=C1C=CC=C2 (1-hydroxybenzotriazole), C(C)(C)N(C(C)C)CC (N,N-diisopropylethylamine). The reagents and catalysts are CN(C1=CC=NC=C1)C (4-dimethylaminopyridine). The solvent is O (water), CN(C)C=O (DMF). Reaction conditions: time 5 hour. The product is BrC=1C=CC(=NC1)C(=O)N(C)OC (5-bromo-N-methoxy-N-methylpyridine-2-carboxamide). The yield is 75.8%. RXN SMILES: [Br:1][C:2]1[CH:3]=[CH:4][C:5]([C:8]([OH:10])=O)=[N:6][CH:7]=1.Cl.[CH3:12][NH:13][O:14][CH3:15].Cl.CN(C)CCCN=C=NCC.ON1C2C=CC=CC=2N=N1.C(N(CC)C(C)C)(C)C>CN(C)C1C=CN=CC=1.O.CN(C=O)C>[Br:1][C:2]1[CH:3]=[CH:4][C:5]([C:8]([N:13]([O:14][CH3:15])[CH3:12])=[O:10])=[N:6][CH:7]=1 |f:1.2,3.4|. Procedure details: A mixture of 5-bromopyridine-2-carboxylic acid (3.0 g), N,O-dimethylhydroxylamine hydrochloride (2.9 g), 1-(3-dimethylaminopropyl)-3-ethylcarbodiimide hydrochloride (5.69 g), 1-hydroxybenzotriazole (4.01 g), N,N-diisopropylethylamine (12.97 mL), 4-dimethylaminopyridine (0.181 g) and DMF (37.1 mL) was stirred at room temperature for 5 hr, and water was added. The mixture was extracted with ethyl acetate, and the extract was washed with water and saturated brine, and dried over anhydrous magnesium...